From a dataset of the Open Reaction Database (ORD), a public repository of structured organic reaction records. describe an organic reaction: reactants, conditions, products, and yield The reactants are CC1=NNC2=CC=C(C=C12)\C=C(/C#N)\C(C)=O ((2E)-2-[(3-Methyl-1H-indazol-5-yl)methylidene]-3-oxobutanenitrile), OC1=CC(NC1(C)C)=O (4-hydroxy-5,5-dimethyl-1,5-dihydro-2H-pyrrol-2-one), C(C)(=O)[O-].[NH4+] (ammonium acetate). Procedure details: A solution of 200 mg (0.888 mmol) (2E)-2-[(3-methyl-1H-indazol-5-yl)methylidene]-3-oxobutanenitrile (Example 2A), 226 mg (0.888 mmol, approx. 50% purity) 4-hydroxy-5,5-dimethyl-1,5-dihydro-2H-pyrrol-2-one [K. Matsuo et al., Chem. Pharm. Bull. 1984, 32, 3724-3729] and 102 mg (1.332 mmol) ammonium acetate in acetic acid (4 ml) was stirred at 100° C. for 15 min. The reaction mixture was concentrated under reduced pressure, and the residue was purified first by preparative RP-HPLC (acetonitrile/wate... Run in C(C)(=O)O (acetic acid). RXN SMILES: [CH3:1][C:2]1[C:10]2[C:5](=[CH:6][CH:7]=[C:8](/[CH:11]=[C:12](/[C:15](=O)[CH3:16])\[C:13]#[N:14])[CH:9]=2)[NH:4][N:3]=1.O[C:19]1[C:23]([CH3:25])([CH3:24])[NH:22][C:21](=[O:26])[CH:20]=1.C([O-])(=O)C.[NH4+:31]>C(O)(=O)C>[CH3:16][C:15]1[NH:31][C:19]2[C:23]([CH3:25])([CH3:24])[NH:22][C:21](=[O:26])[C:20]=2[CH:11]([C:8]2[CH:9]=[C:10]3[C:5](=[CH:6][CH:7]=2)[NH:4][N:3]=[C:2]3[CH3:1])[C:12]=1[C:13]#[N:14] |f:2.3|. The product is CC1=C(C(C2=C(N1)C(NC2=O)(C)C)C=2C=C1C(=NNC1=CC2)C)C#N (2,7,7-Trimethyl-4-(3-methyl-1H-indazol-5-yl)-5-oxo-4,5,6,7-tetrahydro-1H-pyrrolo[3,4-b]pyridine-3-carbonitrile).